Task: describe an organic reaction: reactants, conditions, products, and yield. Dataset: the Open Reaction Database (ORD), a public repository of structured organic reaction records Starting materials: ClC1=CC=C(CN2C(=C(C3=CC(=CC=C23)O)SC(C)(C)C)CC(C(=O)OC)(C)C)C=C1 (methyl 3-[1-(4-chlorobenzyl)-3-(t-butylthio)-5-hydroxyindol-2-yl]-2,2-dimethylpropanoate), Cl.ClCC=1N=C(SC1)C (4-chloromethyl-2-methylthiazole hydrochloride), C(=O)([O-])[O-].[Cs+].[Cs+] (Cs2CO3). Run in CC#N (CH3CN). The product is ClC1=CC=C(CN2C(=C(C3=CC(=CC=C23)OCC=2N=C(SC2)C)SC(C)(C)C)CC(C(=O)OC)(C)C)C=C1 (Methyl 3-[1-(4-chlorobenzyl)-3-(t-butylthio)-5-(2-methylthiazol-4-ylmethoxy)indol-2-yl]-2,2-dimethylpropanoate). RXN SMILES: [Cl:1][C:2]1[CH:31]=[CH:30][C:5]([CH2:6][N:7]2[C:15]3[C:10](=[CH:11][C:12]([OH:16])=[CH:13][CH:14]=3)[C:9]([S:17][C:18]([CH3:21])([CH3:20])[CH3:19])=[C:8]2[CH2:22][C:23]([CH3:29])([CH3:28])[C:24]([O:26][CH3:27])=[O:25])=[CH:4][CH:3]=1.Cl.Cl[CH2:34][C:35]1[N:36]=[C:37]([CH3:40])[S:38][CH:39]=1.C([O-])([O-])=O.[Cs+].[Cs+]>CC#N>[Cl:1][C:2]1[CH:3]=[CH:4][C:5]([CH2:6][N:7]2[C:15]3[C:10](=[CH:11][C:12]([O:16][CH2:34][C:35]4[N:36]=[C:37]([CH3:40])[S:38][CH:39]=4)=[CH:13][CH:14]=3)[C:9]([S:17][C:18]([CH3:20])([CH3:19])[CH3:21])=[C:8]2[CH2:22][C:23]([CH3:29])([CH3:28])[C:24]([O:26][CH3:27])=[O:25])=[CH:30][CH:31]=1 |f:1.2,3.4.5|. Procedure: A solution of methyl 3-[1-(4-chlorobenzyl)-3-(t-butylthio)-5-hydroxyindol-2-yl]-2,2-dimethylpropanoate (Preparation 2) (25 g), 4-chloromethyl-2-methylthiazole hydrochloride (Maybridge Chemical Co., Ltd.) (11.6 g) and Cs2CO3 (68.7 g) in 250 mL of CH3CN were heated at reflux for 24 hours. The mixture was cooled, poured onto water, and extracted (2× EtOAc), washed twice with brine, dried (MgSo4), and evaporated. Chromatography of the residue on silica gel eluting with hexane/EtOAc 4:1 afforded the ...